Dataset: the Open Reaction Database (ORD), a public repository of structured organic reaction records. Task: describe an organic reaction: reactants, conditions, products, and yield Reported procedure: Prepared in a sequence similar to the sequence described for intermediates 1 and 2, starting from 4-chloro-7H-pyrrolo[2,3-d]pyrimidine and 6,9-diaza-spiro[4.5]decane-6-carboxylic acid tert-butyl ester. Product: C1CCCC12NCCN(C2)C=2C1=C(N=CN2)NC=C1 (4-(6,9-Diaza-spiro[4.5]dec-9-yl)-7H-pyrrolo[2,3-d]pyrimidine). RXN SMILES: C(OC([N:8]1[CH2:15][CH2:14][N:13]([C:16]2[C:17]3[CH:24]=[CH:23][NH:22][C:18]=3[N:19]=[CH:20][N:21]=2)[CH2:12][C:9]21[CH2:11][CH2:10]2)=O)(C)(C)C.Cl[C:26]1[C:27]2C=CNC=2N=CN=1.C(OC(N1CCNCC21CCCC2)=O)(C)(C)C>>[CH2:11]1[C:9]2([CH2:12][N:13]([C:16]3[C:17]4[CH:24]=[CH:23][NH:22][C:18]=4[N:19]=[CH:20][N:21]=3)[CH2:14][CH2:15][NH:8]2)[CH2:27][CH2:26][CH2:10]1. The reactants are C(C)(C)(C)OC(=O)N1C2(CC2)CN(CC1)C=1C2=C(N=CN1)NC=C2 (7-(7H-pyrrolo[2,3-d]pyrimidin-4-yl)-4,7-diazaspiro[2.5]octane-4-carboxylic acid tert-butyl ester), ClC=1C2=C(N=CN1)NC=C2 (4-chloro-7H-pyrrolo[2,3-d]pyrimidine), C(C)(C)(C)OC(=O)N1C2(CCCC2)CNCC1 (6,9-diaza-spiro[4.5]decane-6-carboxylic acid tert-butyl ester).